The task is: describe an organic reaction: reactants, conditions, products, and yield. This data is from the Open Reaction Database (ORD), a public repository of structured organic reaction records. The reactants are C(CC)NC1=C2NC=NC2=NC=N1 (N6 -n-propyladenine), ClC1=C(CCl)C(=CC=C1)Cl (2,6-dichlorobenzyl chloride), ( 1 ). Product: ClC1=C(CN2C3=NC=NC(=C3N=C2)NCCC)C(=CC=C1)Cl (9-(2,6-dichlorobenzyl)-N6 -n-propyladenine). RXN SMILES: [CH2:1]([NH:4][C:5]1[N:13]=[CH:12][N:11]=[C:10]2[C:6]=1[NH:7][CH:8]=[N:9]2)[CH2:2][CH3:3].[Cl:14][C:15]1[CH:22]=[CH:21][CH:20]=[C:19]([Cl:23])[C:16]=1[CH2:17]Cl>>[Cl:14][C:15]1[CH:22]=[CH:21][CH:20]=[C:19]([Cl:23])[C:16]=1[CH2:17][N:9]1[CH:8]=[N:7][C:6]2[C:10]1=[N:11][CH:12]=[N:13][C:5]=2[NH:4][CH2:1][CH2:2][CH3:3]. Procedure: Exploying N6 -n-propyladenine prepared in Example 16 and 2,6-dichlorobenzyl chloride, the same procedures as in Example 39, (1) were repeated to give a crude 9-(2,6-dichlorobenzyl)-N6 -n-propyladenine, in which the purity was 72.6% by weight and the content of the 3-isomer was 27.4% by weight. The reactants are hexanes ether, FC1=C(C=NO)C=CC(=C1)F (2,4-difluorobenzaldehyde oxime), ClN1C(CCC1=O)=O (N-chlorosuccinimide). Solvent: CN(C=O)C (dimethyl formamide). Product: FC1=C(C(Cl)=NO)C=CC(=C1)F (2,4-difluorobenzoyl chloride oxime). The yield is 68.4%. RXN SMILES: [F:1][C:2]1[CH:10]=[C:9]([F:11])[CH:8]=[CH:7][C:3]=1[CH:4]=[N:5][OH:6].[Cl:12]N1C(=O)CCC1=O>CN(C)C=O>[F:1][C:2]1[CH:10]=[C:9]([F:11])[CH:8]=[CH:7][C:3]=1[C:4](=[N:5][OH:6])[Cl:12]. Procedure: In a fashion similar to that for preparation 14, 2,4-difluorobenzaldehyde oxime (2.52 g, 16.1 mmol), N-chlorosuccinimide (2.21 g, 16.5 mmol), and dimethyl formamide (25 ml) gave 2,4-difluorobenzoyl chloride oxime (2.11 g, 68%) after chromatography (silica gel, hexanes/ether). Starting materials: C(C)N(CCN1C(C(C2=C(C=C(C=C12)I)C(F)(F)F)(C1=C(C=CC=C1)Cl)O)=O)CC ((+)-1-(2-diethylaminoethyl)-4-trifluoromethyl-6-iodo-3-hydroxy-3-(2-chlorophenyl)oxindole), OCCNC(CCC#C)=O (N-hydroxyethyl-4-pentynamide). Yields the product C(C)N(CCN1C(C(C2=C(C=C(C=C12)C#CCCC(NCCO)=O)C(F)(F)F)(C1=C(C=CC=C1)Cl)O)=O)CC ((+)-1-(2-Diethylaminoethyl)-4-trifluoromethyl-6-[4-(N-hydroxyethylcarbamoyl)-1-butynyl]-3-hydroxy-3-(2-chlorophenyl)oxindole). As a reaction SMILES: [CH2:1]([N:3]([CH2:29][CH3:30])[CH2:4][CH2:5][N:6]1[C:14]2[C:9](=[C:10]([C:16]([F:19])([F:18])[F:17])[CH:11]=[C:12](I)[CH:13]=2)[C:8]([OH:27])([C:20]2[CH:25]=[CH:24][CH:23]=[CH:22][C:21]=2[Cl:26])[C:7]1=[O:28])[CH3:2].[OH:31][CH2:32][CH2:33][NH:34][C:35](=[O:40])[CH2:36][CH2:37][C:38]#[CH:39]>>[CH2:1]([N:3]([CH2:29][CH3:30])[CH2:4][CH2:5][N:6]1[C:14]2[C:9](=[C:10]([C:16]([F:19])([F:18])[F:17])[CH:11]=[C:12]([C:39]#[C:38][CH2:37][CH2:36][C:35](=[O:40])[NH:34][CH2:33][CH2:32][OH:31])[CH:13]=2)[C:8]([OH:27])([C:20]2[CH:25]=[CH:24][CH:23]=[CH:22][C:21]=2[Cl:26])[C:7]1=[O:28])[CH3:2]. Reported procedure: The title compound (740 mg) was prepared from (+)-1-(2-diethylaminoethyl)-4-trifluoromethyl-6-iodo-3-hydroxy-3-(2-chlorophenyl)oxindole of Example 72(1) (102 mg, 0.185 mmol) and N-hydroxyethyl-4-pentynamide by the procedure similar to that described in Reference Example 21. The hydrochloride of the title compound was obtained by treating with 4 N HCl in dioxane followed by concentration to dryness. Starting materials: C(CCC)[Li] (n-butyl lithium), [Br-].C1(=CC=CC=C1)C(C1=CC=CC=C1)(C1=CC=CC=C1)[PH3+] (triphenylmethylphosphonium bromide), CC1=NC=C(C(=C1O)CO)C=O (2-methyl-3-hydroxy-4-hydroxymethyl-5-formylpyridine). Run in O1CCCC1 (tetrahydrofuran), O1CCCC1 (tetrahydrofuran). Reaction conditions: time 1 hour. The product is CC1=NC=C(C(=C1O)CO)C=C (2-methyl-3-hydroxy-4-hydroxymethyl-5-vinylpyridine). As a reaction SMILES: [CH2:1]([Li])CCC.[Br-].C1(C([PH3+])(C2C=CC=CC=2)C2C=CC=CC=2)C=CC=CC=1.[CH3:27][C:28]1[C:33]([OH:34])=[C:32]([CH2:35][OH:36])[C:31]([CH:37]=O)=[CH:30][N:29]=1>O1CCCC1>[CH3:27][C:28]1[C:33]([OH:34])=[C:32]([CH2:35][OH:36])[C:31]([CH:37]=[CH2:1])=[CH:30][N:29]=1 |f:1.2|. Procedure details: 67 Ml. of n-butyl lithium (1.9 M in n-hexane) was run into a stirred suspension of triphenylmethylphosphonium bromide (42.7 g., 0.12 M) at room temperature in tetrahydrofuran (300 ml.) under nitrogen. To this stirred solution a solution of the 3,4α-di-O-isopropylidine derivative of 2-methyl-3-hydroxy-4-hydroxymethyl-5-formylpyridine (24.7 gm. 0.119 M) in tetrahydrofuran (300 ml.) was added dropwise over 1 hour. The reaction was aged 1 hour at room temperature and then refluxed for 4 hours. Reactants: C(C)OC(CC1=C(NC2=CC=C(C=C12)F)C)=O ((5-fluoro-2-methyl-1H-indol-3-yl)acetic acid ethyl ester), [OH-].[K+] (KOH). Solvent: CO (methanol), O (water), CO (methanol). Conditions: time 2 hour. Yields the product FC=1C=C2C(=C(NC2=CC1)C)CC(=O)O ((5-Fluoro-2-methyl-1H-indol-3-yl)acetic acid). RXN SMILES: C([O:3][C:4](=[O:17])[CH2:5][C:6]1[C:14]2[C:9](=[CH:10][CH:11]=[C:12]([F:15])[CH:13]=2)[NH:8][C:7]=1[CH3:16])C.[OH-].[K+]>CO.O>[F:15][C:12]1[CH:13]=[C:14]2[C:9](=[CH:10][CH:11]=1)[NH:8][C:7]([CH3:16])=[C:6]2[CH2:5][C:4]([OH:17])=[O:3] |f:1.2|. Procedure details: This ester (4.5 g, 0.019 mol.) was added to a solution of KOH (2.13 g, 38 mmol.) in methanol (100 ml), and the mixture was heated at reflux for 30 min. For working up, the mixture was diluted with water (100 ml) and methanol was distilled off using a rotary evaporator. The aqueous phase was adjusted to pH 4 with 2M HCl and stored for 2 h at 4° C. The white solid that precipitated was filtered off with suction and washed with methanol. (5-Fluoro-2-methyl-1H-indol-3-yl)acetic acid was obtained in ... Reactants: N#CCc1nc(C(=O)c2ccc(F)cc2)no1, O, O=S(=O)(O)O. The product is NC(=O)Cc1nc(C(=O)c2ccc(F)cc2)no1. As a reaction SMILES: [F:1][c:2]1[cH:3][cH:4][c:5]([C:6](=[O:7])[c:8]2[n:9][o:10][c:11]([CH2:13][C:14]#[N:15])[n:12]2)[cH:16][cH:17]1.[OH2:18].[S:19](=[O:20])(=[O:21])([OH:22])[OH:23]>>[F:1][c:2]1[cH:3][cH:4][c:5]([C:6](=[O:7])[c:8]2[n:9][o:10][c:11]([CH2:13][C:14]([NH2:15])=[O:18])[n:12]2)[cH:16][cH:17]1. The reactants are CS(=O)(=O)N1CCN(CC1)[C@H]1C[C@H](N(C1)C(=O)OCC1=CC=CC=C1)C(=O)OC (1-benzyl 2-methyl (2S,4S)-4-[4-(methylsulfonyl)-1-piperazinyl]-1,2-pyrrolidinedicarboxylate), [OH-].[Li+] (lithium hydroxide), Cl (hydrochloric acid). Run in O1CCCC1 (tetrahydrofuran), O (water). Conditions: time 8 hour. Product: C(C1=CC=CC=C1)OC(=O)N1[C@@H](C[C@@H](C1)N1CCN(CC1)S(=O)(=O)C)C(=O)O ((2S,4S)-1-[(benzyloxy)carbonyl]-4-[4-(methylsulfonyl)-1-piperazinyl]-2-pyrrolidinecarboxylic acid). Isolated yield 65.1%. RXN SMILES: [CH3:1][S:2]([N:5]1[CH2:10][CH2:9][N:8]([C@@H:11]2[CH2:15][N:14]([C:16]([O:18][CH2:19][C:20]3[CH:25]=[CH:24][CH:23]=[CH:22][CH:21]=3)=[O:17])[C@H:13]([C:26]([O:28]C)=[O:27])[CH2:12]2)[CH2:7][CH2:6]1)(=[O:4])=[O:3].[OH-].[Li+].Cl>O1CCCC1.O>[CH2:19]([O:18][C:16]([N:14]1[CH2:15][C@@H:11]([N:8]2[CH2:9][CH2:10][N:5]([S:2]([CH3:1])(=[O:4])=[O:3])[CH2:6][CH2:7]2)[CH2:12][C@H:13]1[C:26]([OH:28])=[O:27])=[O:17])[C:20]1[CH:21]=[CH:22][CH:23]=[CH:24][CH:25]=1 |f:1.2|. Reported procedure: To a solution of the compound prepared in Example 3 (0.90 g, 2.11 mmol) in tetrahydrofuran (20 mL) and water (20 mL) at 0° C. was added lithium hydroxide (0.203 g, 8.4 mmol). The reaction was warmed to room temperature and stirred overnight. The reaction mixture was carefully acidified to pH 5 with 2 M hydrochloric acid. The aqueous solution was extracted with ethyl acetate (2×300 mL) and the combined organic extracts were dried and concentrated to give the title compound (0.565 g, 65%) as a whi...